This data is from the Open Reaction Database (ORD), a public repository of structured organic reaction records. The task is: describe an organic reaction: reactants, conditions, products, and yield Starting materials: CCCCCCCCCCCCCCCC(=O)O, O, O=S(Br)Br. Yields the product CCCCCCCCCCCCCCCC(=O)Br. RXN SMILES: [CH3:5][CH2:6][CH2:7][CH2:8][CH2:9][CH2:10][CH2:11][CH2:12][CH2:13][CH2:14][CH2:15][CH2:16][CH2:17][CH2:18][CH2:19][C:20]([OH:21])=[O:22].[OH2:23].[S:1]([Br:2])([Br:3])=[O:4]>>[Br:3][C:20]([CH2:19][CH2:18][CH2:17][CH2:16][CH2:15][CH2:14][CH2:13][CH2:12][CH2:11][CH2:10][CH2:9][CH2:8][CH2:7][CH2:6][CH3:5])=[O:22]. Reactants: [Br-], [Br-], [Br-], CCOCc1cc(C(C)=O)cc(C(C)(C)C)c1, C1CCOC1, CO, C[N+](C)(C)c1ccccc1, C[N+](C)(C)c1ccccc1, C[N+](C)(C)c1ccccc1. The product is CCOCc1cc(C(=O)CBr)cc(C(C)(C)C)c1. As a reaction SMILES: [Br-:18].[Br-:19].[Br-:20].[C:1]([CH3:2])([CH3:3])([CH3:4])[c:5]1[cH:6][c:7]([C:15]([CH3:16])=[O:17])[cH:8][c:9]([CH2:11][O:12][CH2:13][CH3:14])[cH:10]1.[CH2:53]1[O:54][CH2:55][CH2:56][CH2:57]1.[CH3:51][OH:52].[c:21]1([N+:22]([CH3:23])([CH3:24])[CH3:25])[cH:26][cH:27][cH:28][cH:29][cH:30]1.[c:31]1([N+:32]([CH3:33])([CH3:34])[CH3:35])[cH:36][cH:37][cH:38][cH:39][cH:40]1.[c:41]1([N+:42]([CH3:43])([CH3:44])[CH3:45])[cH:46][cH:47][cH:48][cH:49][cH:50]1>>[C:1]([CH3:2])([CH3:3])([CH3:4])[c:5]1[cH:6][c:7]([C:15]([CH2:16][Br:18])=[O:17])[cH:8][c:9]([CH2:11][O:12][CH2:13][CH3:14])[cH:10]1. The reactants are C(=O)(OC)C1=C(C=CC=C1)N1CCC(CC1)=O (N-(2-Carbomethoxyphenyl)-4-piperidone), NCCNC(OC(C)(C)C)=O (tert-Butyl N-(2-aminoethyl)carbamate), C(C)(=O)O (acetic acid), ClC(C)Cl (dichloroethane), C(#N)[BH3-].[Na+] (sodium cyanoborohydride). Solvent: CO (methanol). Run at time 3 hour. Product: [O-]CC.[NH4+] (NH4OEt), COC(C1=C(C=CC=C1)N1CCC(CC1)NCCNC(=O)OC(C)(C)C)=O (2-(4-(2-tert-Butoxycarbonylaminoethylamino)piperidin-1-yl)benzoic acid methyl ester). As a reaction SMILES: [C:1]([C:5]1[CH:10]=[CH:9][CH:8]=[CH:7][C:6]=1[N:11]1[CH2:16][CH2:15][C:14](=O)[CH2:13][CH2:12]1)([O:3][CH3:4])=[O:2].[NH2:18][CH2:19][CH2:20][NH:21][C:22](=[O:28])[O:23][C:24]([CH3:27])([CH3:26])[CH3:25].C(O)(=O)C.ClC(Cl)C.C([BH3-])#N.[Na+]>CO>[O-:2][CH2:1][CH3:5].[NH4+:11].[CH3:4][O:3][C:1](=[O:2])[C:5]1[CH:10]=[CH:9][CH:8]=[CH:7][C:6]=1[N:11]1[CH2:16][CH2:15][CH:14]([NH:18][CH2:19][CH2:20][NH:21][C:22]([O:23][C:24]([CH3:27])([CH3:26])[CH3:25])=[O:28])[CH2:13][CH2:12]1 |f:4.5,7.8|. Procedure: A solution of 45 (195 mg, 0.836 mmol), 1 (175 mg, 1.09 mmol), and acetic acid (251 mg, 4.19 mmol) in methanol (3 mL)/dichloroethane (1 mL) was treated with sodium cyanoborohydride (55 mg, 0.875 mmol) at room temperature. The resulting mixture was stirred at room temperature (3 h). The solvent was removed in vacuo and the residue dissolved in dichloromethane and sodium carbonate solution. The aqueous layer was extracted with two additional portions of dichloromethane and the combined organic extr... Starting materials: mixture, FF (fluorine), C([O-])(O)=O.[Na+] (sodium bicarbonate), ClC1=CC=NC2=CC(=CC=C12)C(F)(F)F (4-chloro-7-trifluoromethyl-quinoline), II (iodine), FF (fluorine), lime, PTFE. The solvent is [Na] (sodium), CF2ClCFCl2. Yields the product FC1=NC2=CC(=CC=C2C(=C1)Cl)C(F)(F)F (2-fluoro-4-chloro-7-trifluoromethyl-quinoline). Isolated yield 4.7%. RXN SMILES: [Cl:1][C:2]1[C:11]2[C:6](=[CH:7][C:8]([C:12]([F:15])([F:14])[F:13])=[CH:9][CH:10]=2)[N:5]=[CH:4][CH:3]=1.II.[F:18]F.C(=O)(O)[O-].[Na+]>[Na]>[F:18][C:4]1[CH:3]=[C:2]([Cl:1])[C:11]2[C:6](=[CH:7][C:8]([C:12]([F:15])([F:13])[F:14])=[CH:9][CH:10]=2)[N:5]=1 |f:3.4,^1:24|. Procedure: A solution containing 4-chloro-7-trifluoromethyl-quinoline (1.0 g, 4.3 mmol) and iodine (1.1 g, 4.3 mmol in CF2ClCFCl2 (30 ml) was placed in a fluorination apparatus fitted with a drying tube filled with soda lime. Elemental fluorine (5 mmol) as a 10% mixture in dry nitrogen was then passed through the stirred solution using narrow bore PTFE tubing at ca. 15 ml/min. After the fluorine had been added the solution was poured into 10% aqueous sodium metablsuifite solution (30 ml), neutralised with ... Starting materials: CC1CN(c2ccc([N+](=O)[O-])c(N)c2)CCO1, CCO, [H][H]. The product is CC1CN(c2ccc(N)c(N)c2)CCO1. As a reaction SMILES: [CH3:1][CH:2]1[O:3][CH2:4][CH2:5][N:6]([c:8]2[cH:9][cH:10][c:11]([N+:15]([O-:16])=[O:17])[c:12]([NH2:13])[cH:14]2)[CH2:7]1.[CH3:20][CH2:21][OH:22].[H:18][H:19]>>[CH3:1][CH:2]1[O:3][CH2:4][CH2:5][N:6]([c:8]2[cH:9][cH:10][c:11]([NH2:15])[c:12]([NH2:13])[cH:14]2)[CH2:7]1. Starting materials: O=C([O-])[O-], COc1ccc(CCl)cc1, CC(C)=O, [I-], [K+], [K+], [K+], O, CC(=O)c1ccc(O)cc1O. The product is COc1ccc(COc2ccc(C(C)=O)c(O)c2)cc1. RXN SMILES: [C:22](=[O:23])([O-:24])[O-:25].[CH3:12][O:13][c:14]1[cH:15][cH:16][c:17]([CH2:18][Cl:19])[cH:20][cH:21]1.[CH3:31][C:32](=[O:33])[CH3:34].[I-:29].[K+:26].[K+:27].[K+:28].[OH2:30].[OH:1][c:2]1[c:3]([C:9]([CH3:10])=[O:11])[cH:4][cH:5][c:6]([OH:8])[cH:7]1>>[OH:1][c:2]1[c:3]([C:9]([CH3:10])=[O:11])[cH:4][cH:5][c:6]([O:8][CH2:18][c:17]2[cH:16][cH:15][c:14]([O:13][CH3:12])[cH:21][cH:20]2)[cH:7]1. Starting materials: C(C)(C)(C)OC(=O)N1CCC(CC1)OC1=CC=C(C=C1)NC(=O)C1=CC2=CC(=CC=C2C=C1)C#N (N-[4-[(1-t-Butoxycarbonyl-4-piperidyl)oxy]phenyl]-7-cyano-2-naphthalenecarboxamide), CS(=O)(=O)Cl (methanesulfonyl chloride), Example 47, [H-].[Na+] (sodium hydride). Solvent: CN(C)C=O (DMF), CN(C=O)C (dimethylformamide). Run at time 20 minute. Yields the product C(C)(C)(C)OC(=O)N1CCC(CC1)OC1=CC=C(C=C1)N(C(=O)C1=CC2=CC(=CC=C2C=C1)C#N)S(=O)(=O)C (N-[4-[(1-t-butoxycarbonyl-4-piperidyl)oxy]phenyl]-7-cyano-N-methylsulfonyl-2-naphthalenecarboxamide). Reaction SMILES: [C:1]([O:5][C:6]([N:8]1[CH2:13][CH2:12][CH:11]([O:14][C:15]2[CH:20]=[CH:19][C:18]([NH:21][C:22]([C:24]3[CH:33]=[CH:32][C:31]4[C:26](=[CH:27][C:28]([C:34]#[N:35])=[CH:29][CH:30]=4)[CH:25]=3)=[O:23])=[CH:17][CH:16]=2)[CH2:10][CH2:9]1)=[O:7])([CH3:4])([CH3:3])[CH3:2].[H-].[Na+].[CH3:38][S:39](Cl)(=[O:41])=[O:40]>CN(C=O)C>[C:1]([O:5][C:6]([N:8]1[CH2:9][CH2:10][CH:11]([O:14][C:15]2[CH:20]=[CH:19][C:18]([N:21]([S:39]([CH3:38])(=[O:41])=[O:40])[C:22]([C:24]3[CH:33]=[CH:32][C:31]4[C:26](=[CH:27][C:28]([C:34]#[N:35])=[CH:29][CH:30]=4)[CH:25]=3)=[O:23])=[CH:17][CH:16]=2)[CH2:12][CH2:13]1)=[O:7])([CH3:4])([CH3:2])[CH3:3] |f:1.2|. Reported procedure: N-[4-[(1-t-Butoxycarbonyl-4-piperidyl)oxy]phenyl]-7-cyano-2-naphthalenecarboxamide obtained in Reference Example 47 (200 mg) was dissolved in 4 ml of DMF, 52 mg of sodium hydride (content 60%) was added to the solution, and the mixture was stirred at room temperature for 20 minutes. While stirring at 0° C., 1 ml dimethylformamide solution of 100 ml methanesulfonyl chloride was added dropwise to the reaction solution, followed by 1 day of stirring at room temperature. The reaction solution was ev...